Dataset: the Open Reaction Database (ORD), a public repository of structured organic reaction records. Task: describe an organic reaction: reactants, conditions, products, and yield Starting materials: B, CCOC(C)=O, C1CCOC1, C1CCOC1, CC(C)(C)OC(=O)N(CCO)CC(=O)N1CCSc2ccc([N+](=O)[O-])cc21. The product is CC(C)(C)OC(=O)N(CCO)CCN1CCSc2ccc([N+](=O)[O-])cc21. As a reaction SMILES: [BH3:33].[CH3:39][CH2:40][O:41][C:42](=[O:43])[CH3:44].[O:28]1[CH2:29][CH2:30][CH2:31][CH2:32]1.[O:34]1[CH2:35][CH2:36][CH2:37][CH2:38]1.[OH:1][CH2:2][CH2:3][N:4]([C:5]([O:6][C:7]([CH3:8])([CH3:9])[CH3:10])=[O:11])[CH2:12][C:13](=[O:14])[N:15]1[c:16]2[c:17]([cH:21][cH:22][c:23]([N+:25](=[O:26])[O-:27])[cH:24]2)[S:18][CH2:19][CH2:20]1>>[OH:1][CH2:2][CH2:3][N:4]([C:5]([O:6][C:7]([CH3:8])([CH3:9])[CH3:10])=[O:11])[CH2:12][CH2:13][N:15]1[c:16]2[c:17]([cH:21][cH:22][c:23]([N+:25](=[O:26])[O-:27])[cH:24]2)[S:18][CH2:19][CH2:20]1. The reactants are [O-][Mo](=O)(=O)[O-].[Na+].[Na+] (sodium molybdate), S(O)(O)(=O)=O (sulphuric acid), C(CCCCCCCCCCC)C1=CC=C(N)C=C1 (p-dodecylaniline). The product is C(CCCCCCCCCCC)C1=CC=C(N)C=C1.[Mo] (p-Dodecylaniline molybdenum). RXN SMILES: [O-][Mo:2]([O-])(=O)=O.[Na+].[Na+].S(=O)(=O)(O)O.[CH2:13]([C:25]1[CH:31]=[CH:30][C:28]([NH2:29])=[CH:27][CH:26]=1)[CH2:14][CH2:15][CH2:16][CH2:17][CH2:18][CH2:19][CH2:20][CH2:21][CH2:22][CH2:23][CH3:24]>>[CH2:13]([C:25]1[CH:26]=[CH:27][C:28]([NH2:29])=[CH:30][CH:31]=1)[CH2:14][CH2:15][CH2:16][CH2:17][CH2:18][CH2:19][CH2:20][CH2:21][CH2:22][CH2:23][CH3:24].[Mo:2] |f:0.1.2,5.6|. Procedure: The procedure is as in Example A, but an aqueous solution containing 48.4 g of sodium molybdate is acidified with 65.4 g of 30% sulphuric acid. While the solution is kept at 60° C., 52.2 g of p-dodecylaniline are added.